Task: describe an organic reaction: reactants, conditions, products, and yield. Dataset: the Open Reaction Database (ORD), a public repository of structured organic reaction records Starting materials: CCOC(=O)c1cc(F)c(N2CCC(NC(=O)OC(C)(C)C)C2)c(Cl)c1F, CS(C)=O, CCC(C)N. Product: CCOC(=O)c1cc(F)c(N2CCC(NC(=O)OC(C)(C)C)C2)c(Cl)c1NC(C)CC. RXN SMILES: [CH2:1]([CH3:2])[O:3][C:4]([c:5]1[c:6]([F:26])[c:7]([Cl:25])[c:8]([N:12]2[CH2:13][CH:14]([NH:17][C:18](=[O:19])[O:20][C:21]([CH3:22])([CH3:23])[CH3:24])[CH2:15][CH2:16]2)[c:9]([F:11])[cH:10]1)=[O:27].[CH3:33][S:34](=[O:35])[CH3:36].[CH:28]([CH3:29])([CH2:30][CH3:31])[NH2:32]>>[CH2:1]([CH3:2])[O:3][C:4]([c:5]1[c:6]([NH:32][CH:28]([CH3:29])[CH2:30][CH3:31])[c:7]([Cl:25])[c:8]([N:12]2[CH2:13][CH:14]([NH:17][C:18](=[O:19])[O:20][C:21]([CH3:22])([CH3:23])[CH3:24])[CH2:15][CH2:16]2)[c:9]([F:11])[cH:10]1)=[O:27]. Reactants: C(C1=CC=CC=C1)OC1=CC=C(C=C1)N1N=NN=C1C(F)(F)F (1(4-benzyloxy-phenyl)-5-trifluoromethyl-1H-tetrazole). Reagents/catalysts: [C].[Pd] (palladium-carbon). Run in C(C)O (ethanol), O1CCCC1 (tetrahydrofuran). Conditions: time 2 hour. Yields the product FC(C1=NN=NN1C1=CC=C(C=C1)O)(F)F (4-(5-Trifluoromethyl-tetrazol-1-yl)-phenol). Isolated yield 99.8%. Reaction SMILES: C([O:8][C:9]1[CH:14]=[CH:13][C:12]([N:15]2[C:19]([C:20]([F:23])([F:22])[F:21])=[N:18][N:17]=[N:16]2)=[CH:11][CH:10]=1)C1C=CC=CC=1>C(O)C.O1CCCC1.[C].[Pd]>[F:23][C:20]([F:21])([F:22])[C:19]1[N:15]([C:12]2[CH:11]=[CH:10][C:9]([OH:8])=[CH:14][CH:13]=2)[N:16]=[N:17][N:18]=1 |f:3.4|. Procedure details: A solution of 1(4-benzyloxy-phenyl)-5-trifluoromethyl-1H-tetrazole (45.3 mmol) in ethanol (100 ml) and tetrahydrofuran (100 ml) was hydrogenated at room temperature and atmospheric pressure over 10% palladium-carbon catalyst (6 g). After 2 h, the mixture was filtered and the filtrate was evaporated to give the title compound (10.4 g) as a cream solid. Reactants: [Al+3], COC(=O)CCC(=O)O, [Cl-], [Cl-], [Cl-], [Cl-], Cl, S=C=S, Cl[Sn](Cl)(Cl)Cl, O=C1c2ccccc2CCc2sccc21. The product is COC(=O)CCC(=O)c1cc2c(s1)CCc1ccccc1C2=O. As a reaction SMILES: [Al+3:27].[CH3:2][O:3][C:4]([CH2:5][CH2:6][C:7](=[O:8])[OH:9])=[O:10].[Cl-:1].[Cl-:26].[Cl-:28].[Cl-:29].[ClH:35].[S:36]=[C:37]=[S:38].[Sn:30]([Cl:31])([Cl:32])([Cl:33])[Cl:34].[s:11]1[c:12]2[c:13]([cH:14][cH:15]1)[C:16](=[O:25])[c:17]1[c:18]([cH:21][cH:22][cH:23][cH:24]1)[CH2:19][CH2:20]2>>[CH3:2][O:3][C:4]([CH2:5][CH2:6][C:7](=[O:9])[c:15]1[s:11][c:12]2[c:13]([cH:14]1)[C:16](=[O:25])[c:17]1[c:18]([cH:21][cH:22][cH:23][cH:24]1)[CH2:19][CH2:20]2)=[O:10]. Reaction SMILES: [CH3:1][O:2][c:3]1[cH:4][c:5]2[cH:6][cH:7][c:8]([C:13]([OH:14])([c:15]3[n:16][cH:17][n:18]([C:20]([c:21]4[cH:22][cH:23][cH:24][cH:25][cH:26]4)([c:27]4[cH:28][cH:29][cH:30][cH:31][cH:32]4)[c:33]4[cH:34][cH:35][cH:36][cH:37][cH:38]4)[cH:19]3)[c:39]3[cH:40][n:41][cH:42][cH:43][cH:44]3)[cH:9][c:10]2[cH:11][cH:12]1.[CH:45]([OH:46])=[O:47]>>[CH3:1][O:2][c:3]1[cH:4][c:5]2[cH:6][cH:7][c:8]([C:13]([OH:14])([c:15]3[n:16][cH:17][nH:18][cH:19]3)[c:39]3[cH:40][n:41][cH:42][cH:43][cH:44]3)[cH:9][c:10]2[cH:11][cH:12]1. Starting materials: COc1ccc2cc(C(O)(c3cccnc3)c3cn(C(c4ccccc4)(c4ccccc4)c4ccccc4)cn3)ccc2c1, O=CO. Yields the product COc1ccc2cc(C(O)(c3cccnc3)c3c[nH]cn3)ccc2c1. Reactants: Cc1ccccc1, CCOC(C)=O, OCc1ccc(C2CC2)nc1, C1CCC2=NCCCN2CC1, [N-]=[N+]=NP(=O)(c1ccccc1)c1ccccc1. The product is [N-]=[N+]=NCc1ccc(C2CC2)nc1. Reaction SMILES: [CH3:40][c:41]1[cH:42][cH:43][cH:44][cH:45][cH:46]1.[CH3:47][CH2:48][O:49][C:50](=[O:51])[CH3:52].[CH:29]1([c:32]2[cH:33][cH:34][c:35]([CH2:38][OH:39])[cH:36][n:37]2)[CH2:30][CH2:31]1.[N:18]12[CH2:19][CH2:20][CH2:21][N:22]=[C:23]1[CH2:24][CH2:25][CH2:26][CH2:27][CH2:28]2.[c:1]1([P:2]([c:3]2[cH:4][cH:5][cH:6][cH:7][cH:8]2)(=[O:9])[N:15]=[N+:16]=[N-:17])[cH:10][cH:11][cH:12][cH:13][cH:14]1>>[N:15](=[N+:16]=[N-:17])[CH2:38][c:35]1[cH:34][cH:33][c:32]([CH:29]2[CH2:30][CH2:31]2)[n:37][cH:36]1. Reactants: COC(=O)C=1C(=C2C=C(C(N(C2=C(N1)Br)CC1=CC=CC=C1)=O)C1=CC=CC=C1)O (1-benzyl-8-bromo-5-hydroxy-2-oxo-3-phenyl-1,2-dihydro-[1,7]naphthyridine-6-carboxylic acid methyl ester), C(CCC)[Sn](C=1N=CSC1)(CCCC)CCCC (4-tributylstannanyl-thiazole), CCOC(=O)C (EtOAc), Cl (HCl). The reagents and catalysts are Cl[Pd]([P](C1=CC=CC=C1)(C2=CC=CC=C2)C3=CC=CC=C3)([P](C4=CC=CC=C4)(C5=CC=CC=C5)C6=CC=CC=C6)Cl (PdCl2(PPh3)2). Run in CN(C)C=O (DMF), O (water). Conditions: temperature 120 celsius. The product is EtOAc hexanes, COC(=O)C=1C(=C2C=C(C(N(C2=C(N1)C=1N=CSC1)CC1=CC=CC=C1)=O)C1=CC=CC=C1)O (1-Benzyl-5-hydroxy-2-oxo-3-phenyl-8-thiazol-4-yl-1,2-dihydro-[1,7]naphthyridine-6-carboxylic acid methyl ester). Isolated yield 62.0%. As a reaction SMILES: [CH3:1][O:2][C:3]([C:5]1[C:6]([OH:30])=[C:7]2[C:12](=[C:13](Br)[N:14]=1)[N:11]([CH2:16][C:17]1[CH:22]=[CH:21][CH:20]=[CH:19][CH:18]=1)[C:10](=[O:23])[C:9]([C:24]1[CH:29]=[CH:28][CH:27]=[CH:26][CH:25]=1)=[CH:8]2)=[O:4].C([Sn](CCCC)(CCCC)[C:36]1[N:37]=[CH:38][S:39][CH:40]=1)CCC.CCOC(C)=O.Cl>CN(C=O)C.Cl[Pd](Cl)([P](C1C=CC=CC=1)(C1C=CC=CC=1)C1C=CC=CC=1)[P](C1C=CC=CC=1)(C1C=CC=CC=1)C1C=CC=CC=1.O>[CH3:1][O:2][C:3]([C:5]1[C:6]([OH:30])=[C:7]2[C:12](=[C:13]([C:36]3[N:37]=[CH:38][S:39][CH:40]=3)[N:14]=1)[N:11]([CH2:16][C:17]1[CH:22]=[CH:21][CH:20]=[CH:19][CH:18]=1)[C:10](=[O:23])[C:9]([C:24]1[CH:29]=[CH:28][CH:27]=[CH:26][CH:25]=1)=[CH:8]2)=[O:4] |^1:63,82|. Reported procedure: A mixture of 1-benzyl-8-bromo-5-hydroxy-2-oxo-3-phenyl-1,2-dihydro-[1,7]naphthyridine-6-carboxylic acid methyl ester (100 mg, 0.22 mmol), 4-tributylstannanyl-thiazole (121 mg, 0.32 mmol) and PdCl2(PPh3)2 (30 mg, 0.043 mmol) in 5 mL of DMF was heated at 120° C. for 2 h under nitrogen atmosphere. After the mixture was cooled to r.t., EtOAc and water were added. 1 M HCl was added with stirring until pH was about 3-4. The aqueous layer was extracted with additional EtOAc, and the combined organic la... The reactants are CC(C)C(=O)OCCOC(=O)ON1C(=O)CCC1=O, NC(CO)C(=O)O. The product is CC(C)C(=O)OCCOC(=O)NC(CO)C(=O)O. As a reaction SMILES: [CH3:8][CH:9]([C:10](=[O:11])[O:12][CH2:13][CH2:14][O:15][C:16](=[O:17])[O:18][N:19]1[C:20](=[O:21])[CH2:22][CH2:23][C:24]1=[O:25])[CH3:26].[NH2:1][CH:2]([CH2:3][OH:4])[C:5]([OH:6])=[O:7]>>[NH:1]([CH:2]([CH2:3][OH:4])[C:5]([OH:6])=[O:7])[C:16]([O:15][CH2:14][CH2:13][O:12][C:10]([CH:9]([CH3:8])[CH3:26])=[O:11])=[O:17].